From a dataset of the Open Reaction Database (ORD), a public repository of structured organic reaction records. describe an organic reaction: reactants, conditions, products, and yield The reactants are CCO, Cc1cc(CO)ccc1[N+](=O)[O-]. The product is Cc1cc(CO)ccc1N. RXN SMILES: [CH3:13][CH2:14][OH:15].[CH3:1][c:2]1[cH:3][c:4]([CH2:5][OH:6])[cH:7][cH:8][c:9]1[N+:10]([O-:11])=[O:12]>>[CH3:1][c:2]1[cH:3][c:4]([CH2:5][OH:6])[cH:7][cH:8][c:9]1[NH2:10].